Dataset: the Open Reaction Database (ORD), a public repository of structured organic reaction records. Task: describe an organic reaction: reactants, conditions, products, and yield The reactants are Cc1c(C(=O)N2CCCC2)sc2nc[nH]c(=O)c12, CC#N, O=C(CCl)N1CCN(c2cccc(Cl)c2)CC1, [K+], [K+], O=C([O-])[O-]. Product: Cc1c(C(=O)N2CCCC2)sc2ncn(CC(=O)N3CCN(c4cccc(Cl)c4)CC3)c(=O)c12. As a reaction SMILES: [CH3:1][c:2]1[c:3]([C:12](=[O:13])[N:14]2[CH2:15][CH2:16][CH2:17][CH2:18]2)[s:4][c:5]2[n:6][cH:7][nH:8][c:9](=[O:11])[c:10]12.[CH3:42][C:43]#[N:44].[Cl:25][CH2:26][C:27](=[O:28])[N:29]1[CH2:30][CH2:31][N:32]([c:35]2[cH:36][c:37]([Cl:41])[cH:38][cH:39][cH:40]2)[CH2:33][CH2:34]1.[K+:19].[K+:20].[O-:21][C:22]([O-:23])=[O:24]>>[CH3:1][c:2]1[c:3]([C:12](=[O:13])[N:14]2[CH2:15][CH2:16][CH2:17][CH2:18]2)[s:4][c:5]2[n:6][cH:7][n:8]([CH2:26][C:27](=[O:28])[N:29]3[CH2:30][CH2:31][N:32]([c:35]4[cH:36][c:37]([Cl:41])[cH:38][cH:39][cH:40]4)[CH2:33][CH2:34]3)[c:9](=[O:11])[c:10]12. The reactants are C=C(C(=O)O)c1ccccc1, CCO, c1ccc(N2CCNCC2)cc1. Product: O=C(O)C(CN1CCN(c2ccccc2)CC1)c1ccccc1. Reaction SMILES: [C:13]([C:14](=[CH2:15])[c:16]1[cH:17][cH:18][cH:19][cH:20][cH:21]1)(=[O:22])[OH:23].[CH3:24][CH2:25][OH:26].[c:1]1([N:7]2[CH2:8][CH2:9][NH:10][CH2:11][CH2:12]2)[cH:2][cH:3][cH:4][cH:5][cH:6]1>>[c:1]1([N:7]2[CH2:8][CH2:9][N:10]([CH2:15][CH:14]([C:13](=[O:22])[OH:23])[c:16]3[cH:17][cH:18][cH:19][cH:20][cH:21]3)[CH2:11][CH2:12]2)[cH:2][cH:3][cH:4][cH:5][cH:6]1. Starting materials: ClC1=CC=C(CNC(=O)C=2C=NC3=C(C=C(C=C3C2O)C(=O)O)F)C=C1 (3-{[(4-Chlorobenzyl)amino]-carbonyl}-8-fluoro-4-hydroxy-6-quinolinecarboxylic acid), 6-tert-butyl carbamate, C1(=CC=CC=C1)P(=O)(C1=CC=CC=C1)N=[N+]=[N-] (diphenylphosphoryl azide). Run in C(C)(C)(C)O (tert-butanol). Product: NC=1C=C2C=CC=NC2=CC1 (6-aminoquinoline). As a reaction SMILES: ClC1C=CC(CNC([C:10]2[CH:11]=[N:12][C:13]3[C:18]([C:19]=2O)=[CH:17][C:16](C(O)=O)=[CH:15][C:14]=3F)=O)=CC=1.C1(P([N:41]=[N+]=[N-])(C2C=CC=CC=2)=O)C=CC=CC=1>C(O)(C)(C)C>[NH2:41][C:16]1[CH:17]=[C:18]2[C:13](=[CH:14][CH:15]=1)[N:12]=[CH:11][CH:10]=[CH:19]2. Procedure details: Compounds of the present invention may also be prepared by following the procedures described in Chart T. In CHART T, 3-{[(4-Chlorobenzyl)amino]-carbonyl}-8-fluoro-4-hydroxy-6-quinolinecarboxylic acid of example t-1 is converted to the 6-tert-butyl carbamate t-2 by treatment with diphenylphosphoryl azide in tert-butanol with heating. The carbamate is removed with trifluoroacetic acid to afford the 6-aminoquinoline t-3. The amine is sulfonylated with 4-methoxyphenylsulfonyl chloride in pyridine t... The reactants are ClC1=CC=C(C=C1)S(=O)(=O)CC(=O)O (4-chlorophenyl sulfonylacetic acid), ClC1=CC=C(C=O)C=C1 (4-chlorobenzaldehyde). Yields the product ClC1=CC=C(C=C1)S(=O)(=O)\C=C\C1=CC=C(C=C1)Cl (E-4-chlorostyryl 4-chlorophenyl sulfone). Yield: 70.0%. As a reaction SMILES: [Cl:1][C:2]1[CH:7]=[CH:6][C:5]([S:8]([CH2:11][C:12](O)=O)(=[O:10])=[O:9])=[CH:4][CH:3]=1.[Cl:15][C:16]1[CH:23]=[CH:22][C:19](C=O)=[CH:18][CH:17]=1>>[Cl:1][C:2]1[CH:7]=[CH:6][C:5]([S:8](/[CH:11]=[CH:12]/[C:19]2[CH:22]=[CH:23][C:16]([Cl:15])=[CH:17][CH:18]=2)(=[O:10])=[O:9])=[CH:4][CH:3]=1. Reported procedure: A solution of 4-chlorophenyl sulfonylacetic acid (0.01 mol) and 4-chlorobenzaldehyde (0.01 mol) was subjected to Procedure 1. The title compound was obtained in 70-72% yield. Starting materials: C(C)(C)(C)OC(NCCCOC1=CC=C(C=C1)[N+](=O)[O-])=O ([3-(4-nitrophenoxy)propyl]carbamic acid tert-butyl ester), [H-].[Na+] (sodium hydride), ICC (iodoethane). Solvent: O1CCCC1 (tetrahydrofuran), O1CCCC1 (tetrahydrofuran). Conditions: time 30 minute. Yields the product C(C)(C)(C)OC(N(CCCOC1=CC=C(C=C1)[N+](=O)[O-])CC)=O (ethyl-[3-(4-nitrophenoxy) propyl]carbamic acid tert-butyl ester). Yield: 95.9%. Reaction SMILES: [H-].[Na+].[C:3]([O:7][C:8](=[O:23])[NH:9][CH2:10][CH2:11][CH2:12][O:13][C:14]1[CH:19]=[CH:18][C:17]([N+:20]([O-:22])=[O:21])=[CH:16][CH:15]=1)([CH3:6])([CH3:5])[CH3:4].I[CH2:25][CH3:26]>O1CCCC1>[C:3]([O:7][C:8](=[O:23])[N:9]([CH2:25][CH3:26])[CH2:10][CH2:11][CH2:12][O:13][C:14]1[CH:15]=[CH:16][C:17]([N+:20]([O-:22])=[O:21])=[CH:18][CH:19]=1)([CH3:6])([CH3:4])[CH3:5] |f:0.1|. Procedure details: To a suspension of sodium hydride (477 mg, 18.88 mmol) (Aldrich, 95%) in tetrahydrofuran (25 mL) was added a solution of [3-(4-nitrophenoxy)propyl]-carbamic acid tert-butyl ester (3.0 g, 10.13 mmol) (from Example 64, Step A) in tetrahydrofuran (15 mL) at 0° C. Upon addition, the mixture was allowed to stir at room temperature for 30 minute, treated with iodoethane (3.76 g, 24.25 mmol) (Aldrich), and heated at 55° C. for one hour before it was quenched with aqueous ammonium chloride (20 mL). The ... The reactants are COC=1C=C2C=C(N=C(C2=CC1OC)C)O (6,7-dimethoxy-1-methylisoquinolin-3-ol), [Li+].[OH-] (LiOH), Cl.ClCC=1C(=NC2=CC=C(C=C2C1)OC)NCCNC(C)=O (N-(2-(3-(chloromethyl)-6-methoxyquinolin-2-ylamino)ethyl)acetamide hydrochloride), 41176. The solvent is C1CCOC1 (THF), C(Cl)Cl (CH2Cl2). Conditions: temperature 160 celsius, time 1.5 hour. Yields the product OC=1N=C(C2=CC(=C(C=C2C1CC=1C(=NC2=CC=C(C=C2C1)OC)NCCNC(C)=O)OC)OC)C (N-(2-(3-((3-hydroxy-6,7-dimethoxy-1-methylisoquinolin-4-yl)methyl)-6-methoxyquinolin-2-ylamino)ethyl)acetamide). Reaction SMILES: Cl.Cl[CH2:3][C:4]1[C:5]([NH:16][CH2:17][CH2:18][NH:19][C:20](=[O:22])[CH3:21])=[N:6][C:7]2[C:12]([CH:13]=1)=[CH:11][C:10]([O:14][CH3:15])=[CH:9][CH:8]=2.[CH3:23][O:24][C:25]1[CH:26]=[C:27]2[C:32](=[CH:33][C:34]=1[O:35][CH3:36])[C:31]([CH3:37])=[N:30][C:29]([OH:38])=[CH:28]2.[Li+].[OH-]>C1COCC1.C(Cl)Cl>[OH:38][C:29]1[N:30]=[C:31]([CH3:37])[C:32]2[C:27]([C:28]=1[CH2:3][C:4]1[C:5]([NH:16][CH2:17][CH2:18][NH:19][C:20](=[O:22])[CH3:21])=[N:6][C:7]3[C:12]([CH:13]=1)=[CH:11][C:10]([O:14][CH3:15])=[CH:9][CH:8]=3)=[CH:26][C:25]([O:24][CH3:23])=[C:34]([O:35][CH3:36])[CH:33]=2 |f:0.1,3.4|. Procedure: To a stirred solution of N-(2-(3-(chloromethyl)-6-methoxyquinolin-2-ylamino)ethyl)acetamide hydrochloride SLA 41176 (115 mg, 0.33 mmol) in THF (10 mL) in a 20 mL microwave vial equipped with a magnetic stirrer was added 6,7-dimethoxy-1-methylisoquinolin-3-ol CCH18060 (73 mg, 0.33 mmol) followed by a 2 N aq. LiOH solution (0.33 mL, 0.66 mmol) and the mixture was stirred at 160° C. for 1.5 h under microwave irradiation. After cooling to RT, the mixture was diluted with CH2Cl2:MeOH=9:1 (150 mL), wa... Reactants: ClC(C=O)(Cl)Cl (trichloroacetaldehyde), OC1=CC=C(CC2NCCC=3CCCCC23)C=C1 ((±)-1-(p-hydroxybenzyl)-1,2,3,4,5,6,7,8-octahydroisoquinoline). Run in C(Cl)(Cl)Cl (chloroform), C(Cl)(Cl)Cl (chloroform), C(Cl)(Cl)Cl (chloroform). Run at time 16 hour. The product is OC1=CC=C(CC2N(CCC=3CCCCC23)C=O)C=C1 ((±)-1-(p-hydroxybenzyl)-2-formyl-1,2,3,4,5,6,7,8-octahydroisoquinoline). The yield is 101.7%. As a reaction SMILES: [OH:1][C:2]1[CH:18]=[CH:17][C:5]([CH2:6][CH:7]2[C:16]3[CH2:15][CH2:14][CH2:13][CH2:12][C:11]=3[CH2:10][CH2:9][NH:8]2)=[CH:4][CH:3]=1.ClC(Cl)(Cl)[CH:21]=[O:22]>C(Cl)(Cl)Cl>[OH:1][C:2]1[CH:3]=[CH:4][C:5]([CH2:6][CH:7]2[C:16]3[CH2:15][CH2:14][CH2:13][CH2:12][C:11]=3[CH2:10][CH2:9][N:8]2[CH:21]=[O:22])=[CH:17][CH:18]=1. Procedure details: To a mixture of 30.0 g (0.12 mol) of (±)-1-(p-hydroxybenzyl)-1,2,3,4,5,6,7,8-octahydroisoquinoline and 75 ml of chloroform was added dropwise to a solution of 19.2 g of trichloroacetaldehyde in 30 ml of chloroform. After the mixture had been stirred for 16 hrs at room temperature it was diluted with 150 ml of chloroform and washed with 4 N aqueous hydrochloric acid (50 ml) and water (50 ml). After drying, the solvent was removed under reduced pressure to give a residue, which after crystallizati... Reactants: BrC1=CC=C2C(=C(C=NC2=C1)[N+](=O)[O-])Cl (7-Bromo-4-chloro-3-nitroquinoline), C(C)(C)OCCCN (3-Isopropoxypropylamine). The solvent is C(C)N(CC)CC (triethylamine), ClCCl (dichloromethane). Reaction conditions: time 48 hour. The product is BrC1=CC=C2C(=C(C=NC2=C1)[N+](=O)[O-])NCCCOC(C)C ((7-Bromo-3-nitroquinolin-4-yl)-(3-isopropoxypropyl)amine), solid. Reaction SMILES: [Br:1][C:2]1[CH:11]=[C:10]2[C:5]([C:6](Cl)=[C:7]([N+:12]([O-:14])=[O:13])[CH:8]=[N:9]2)=[CH:4][CH:3]=1.[CH:16]([O:19][CH2:20][CH2:21][CH2:22][NH2:23])([CH3:18])[CH3:17]>ClCCl.C(N(CC)CC)C>[Br:1][C:2]1[CH:11]=[C:10]2[C:5]([C:6]([NH:23][CH2:22][CH2:21][CH2:20][O:19][CH:16]([CH3:18])[CH3:17])=[C:7]([N+:12]([O-:14])=[O:13])[CH:8]=[N:9]2)=[CH:4][CH:3]=1. Procedure details: 7-Bromo-4-chloro-3-nitroquinoline (40 g) was dissolved in dichloromethane (1.4 L) and triethylamine (23.3 mL). 3-Isopropoxypropylamine (19.3 mL) was added dropwise. After 48 hours, the reaction mixture was washed successively with water and saturated aqueous sodium chloride. The organic fraction was dried over anhydrous sodium sulfate, filtered and concentrated under reduced pressure. (7-Bromo-3-nitroquinolin-4-yl)-(3-isopropoxypropyl)amine was isolated as a tan solid (51.2 g). Reactants: ClC=1C(=C(CNC(=O)[C@H]2N([C@@H]3C[C@@]3(C2)CO)C(CN2C=C(C=3C2=NC=CC3)C(C)=O)=O)C=CC1)F ((1R,3S,5S)-2-[2-(3-acetyl-pyrrolo[2,3-b]pyridin-1-yl)-acetyl]-5-hydroxymethyl-2-aza-bicyclo[3.1.0]hexane-3-carboxylic acid 3-chloro-2-fluoro-benzylamide), C(C)(C)(C)OC(=O)N1[C@@H](C[C@@](C1)(C)F)C(N[C@H](CO)C1=C(C(=CC=C1)Cl)F)=O ((2S,4R)-2-[(S)-1-(3-chloro-2-fluoro-phenyl)-2-hydroxy-ethylcarbamoyl]-4-fluoro-4-methyl-pyrrolidine-1-carboxylic acid tert-butyl ester), ClCl.CCOC(=O)C (Cl2 EtOAc). The product is ClC=1C(=C(C=CC1)[C@@H](CO)NC(=O)[C@H]1N(C[C@](C1)(C)F)C(CN1C=C(C=2C1=NC=CC2)C(C)=O)=O)F ((2S,4R)-1-[2-(3-Acetyl-pyrrolo[2,3-b]pyridin-1-yl)-acetyl]-4-fluoro-4-methyl-pyrrolidine-2-carboxylic acid [(S)-1-(3-chloro-2-fluoro-phenyl)-2-hydroxy-ethyl]-amide). As a reaction SMILES: ClC1C(F)=C(C=CC=1)CNC([C@@H]1C[C@]2(CO)[C@@H](C2)N1C(=O)[CH2:18][N:19]1[C:23]2=[N:24][CH:25]=[CH:26][CH:27]=[C:22]2[C:21]([C:28](=[O:30])[CH3:29])=[CH:20]1)=O.C(O[C:41]([N:43]1[CH2:47][C@@:46]([F:49])([CH3:48])[CH2:45][C@H:44]1[C:50](=[O:63])[NH:51][C@@H:52]([C:55]1[CH:60]=[CH:59][CH:58]=[C:57]([Cl:61])[C:56]=1[F:62])[CH2:53][OH:54])=[O:42])(C)(C)C.ClCl.CCOC(C)=O>>[Cl:61][C:57]1[C:56]([F:62])=[C:55]([C@H:52]([NH:51][C:50]([C@@H:44]2[CH2:45][C@:46]([F:49])([CH3:48])[CH2:47][N:43]2[C:41](=[O:42])[CH2:18][N:19]2[C:23]3=[N:24][CH:25]=[CH:26][CH:27]=[C:22]3[C:21]([C:28](=[O:30])[CH3:29])=[CH:20]2)=[O:63])[CH2:53][OH:54])[CH:60]=[CH:59][CH:58]=1 |f:2.3|. Procedure details: The title compound was prepared in 2 steps according to the procedure described for the preparation of Example 610 (1R,3S,5S)-2-[2-(3-acetyl-pyrrolo[2,3-b]pyridin-1-yl)-acetyl]-5-hydroxymethyl-2-aza-bicyclo[3.1.0]hexane-3-carboxylic acid 3-chloro-2-fluoro-benzylamide from (2S,4R)-2-[(S)-1-(3-chloro-2-fluoro-phenyl)-2-hydroxy-ethylcarbamoyl]-4-fluoro-4-methyl-pyrrolidine-1-carboxylic acid tert-butyl ester (prepared using similar protocols as described in Scheme B9). White powder. TLC, Rf (CH2/Cl2...